describe an organic reaction: reactants, conditions, products, and yield From a dataset of the Open Reaction Database (ORD), a public repository of structured organic reaction records. Reactants: CC=1C=C(C=C(OCCOC2=C(C=CC=C2)C)C1)OS(=O)(=O)C1=C(C=CC=C1)S(=O)(=O)C (2-[5-methyl-3-(2-(methylsulfonyl)phenylsulfonyloxy)phenoxy]ethoxytoluene), C(C)O (ethanol). Reagents/catalysts: [Pd] (palladium on activated carbon). Solvent: O1CCCC1 (tetrahydrofuran). Conditions: time 45 minute. Yields the product CC=1C=C(C=C(OCCO)C1)OS(=O)(=O)C1=C(C=CC=C1)S(=O)(=O)C (2-[5-Methyl-3-(2-(methylsulfonyl)phenylsulfonyloxy)phenoxy]ethanol). Yield: 103.5%. RXN SMILES: [CH3:1][C:2]1[CH:3]=[C:4]([O:19][S:20]([C:23]2[CH:28]=[CH:27][CH:26]=[CH:25][C:24]=2[S:29]([CH3:32])(=[O:31])=[O:30])(=[O:22])=[O:21])[CH:5]=[C:6]([CH:18]=1)[O:7][CH2:8][CH2:9][O:10]C1C=CC=CC=1C.C(O)C>[Pd].O1CCCC1>[CH3:1][C:2]1[CH:3]=[C:4]([O:19][S:20]([C:23]2[CH:28]=[CH:27][CH:26]=[CH:25][C:24]=2[S:29]([CH3:32])(=[O:30])=[O:31])(=[O:22])=[O:21])[CH:5]=[C:6]([CH:18]=1)[O:7][CH2:8][CH2:9][OH:10]. Reported procedure: A mixture of 2-[5-methyl-3-(2-(methylsulfonyl)phenylsulfonyloxy)phenoxy]ethoxytoluene (480 mg, 1.01 mmol), as prepared in the preceding step, 10% palladium on activated carbon (48.2 mg, ethanol (2 mL) and tetrahydrofuran (9 mL) was stirred at ambient temperature under hydrogen (balloon) for 45 minutes. The mixture was filtered through Celite and the filtrate was concentrated to give the title compound (404 mg, quantitative) as a colorless gum. 1H-NMR (300 MHz, CDCl3) δ8.45 (dd, 1H, J=7.8, 1.4 Hz... The reactants are CN(C=1C=C(C=2N(C3=CC=C(C=C3SC2C1)N1CCOCC1)C(=O)OC(C)(C)C)F)C (3-dimethylamino-7-morpholino-1-fluoro-10-Boc-phenothiazine), ClCCl (dichloromethane). Reaction conditions: temperature 40 celsius, time 3 hour. Product: [Cl-].CN(C=1C=C(C2=NC3=CC=C(C=C3[S+]=C2C1)N1CCOCC1)F)C (3-Dimethylamino-7-morpholino-1-fluorophenothiazin-5-ium chloride). RXN SMILES: [CH3:1][N:2]([CH3:31])[C:3]1[CH:4]=[C:5]([F:30])[C:6]2[N:7](C(OC(C)(C)C)=O)[C:8]3[C:13]([S:14][C:15]=2[CH:16]=1)=[CH:12][C:11]([N:17]1[CH2:22][CH2:21][O:20][CH2:19][CH2:18]1)=[CH:10][CH:9]=3.[Cl:32]CCl>>[Cl-:32].[CH3:1][N:2]([CH3:31])[C:3]1[CH:4]=[C:5]([F:30])[C:6]2[C:15]([CH:16]=1)=[S+:14][C:13]1[C:8](=[CH:9][CH:10]=[C:11]([N:17]3[CH2:22][CH2:21][O:20][CH2:19][CH2:18]3)[CH:12]=1)[N:7]=2 |f:2.3|. Procedure details: To a solution 3-dimethylamino-7-morpholino-1-fluoro-10-Boc-phenothiazine (15) (100 mg) in dichloromethane (10 mL) HCl (1 mL, 4 M solution in 1,4-dioxane)) was added. The reaction mixture was stirred at 40° C. for 3 h. Solvent was removed under vacuum. Product was purified by flash chromatography. The reactants are FC(C=1C(=C(C=C(C1)C(F)(F)F)N)N)(F)F (3,5-bis(trifluoromethyl)-1,2-diaminobenzene), N(=C=S)C1CCCC2=CC=CC=C12 (1-isothiocyanato-1,2,3,4-tetrahydronaphthalene). The product is FC(C1=CC2=C(N=C(N2)NC2CCCC3=CC=CC=C23)C(=C1)C(F)(F)F)(F)F (N-[5,7-Bis(trifluoromethyl)benzimidazol-2-yl]-1,2,3,4-tetrahydro-1-naphthylamine). As a reaction SMILES: [F:1][C:2]([F:16])([F:15])[C:3]1[C:4]([NH2:14])=[C:5]([NH2:13])[CH:6]=[C:7]([C:9]([F:12])([F:11])[F:10])[CH:8]=1.[N:17]([CH:20]1[C:29]2[C:24](=[CH:25][CH:26]=[CH:27][CH:28]=2)[CH2:23][CH2:22][CH2:21]1)=[C:18]=S>>[F:10][C:9]([F:12])([F:11])[C:7]1[CH:8]=[C:3]([C:2]([F:15])([F:16])[F:1])[C:4]2[N:14]=[C:18]([NH:17][CH:20]3[C:29]4[C:24](=[CH:25][CH:26]=[CH:27][CH:28]=4)[CH2:23][CH2:22][CH2:21]3)[NH:13][C:5]=2[CH:6]=1. Reported procedure: The title compound was prepared from 3,5-bis(trifluoromethyl)-1,2-diaminobenzene and 1-isothiocyanato-1,2,3,4-tetrahydronaphthalene by Procedure D. The title compound was isolated by column chromatography as the free base and as a mixture of enantiomers (solid, dec. >240° C.). MS(ES+) m/z 400 ([M+1]+, 100). The reactants are ClC=1C(=NC=CC1)C1=CC=C(C(=O)O)C=C1 (4-(3-chloropyridin-2-yl)benzoic acid), FC(C=1C=C(C(=CC1)N)N)(F)F (4-trifluoromethylbenzene-1,2-diamine), C(=O)(O)[O-].[Na+] (NaHCO3). The solvent is Cl (HCl). Conditions: temperature 180 celsius, time 6 hour. Product: ClC=1C(=NC=CC1)C1=CC=C(C=C1)C1=NC2=C(N1)C=C(C=C2)C(F)(F)F (2-[4-(3-chloropyridin-2-yl)phenyl]-6-trifluoromethyl-1H-benzoimidazole). The yield is 65.3%. As a reaction SMILES: [Cl:1][C:2]1[C:3]([C:8]2[CH:16]=[CH:15][C:11]([C:12](O)=O)=[CH:10][CH:9]=2)=[N:4][CH:5]=[CH:6][CH:7]=1.[F:17][C:18]([F:28])([F:27])[C:19]1[CH:20]=[C:21]([NH2:26])[C:22]([NH2:25])=[CH:23][CH:24]=1.C([O-])(O)=O.[Na+]>Cl>[Cl:1][C:2]1[C:3]([C:8]2[CH:16]=[CH:15][C:11]([C:12]3[NH:26][C:21]4[CH:20]=[C:19]([C:18]([F:17])([F:27])[F:28])[CH:24]=[CH:23][C:22]=4[N:25]=3)=[CH:10][CH:9]=2)=[N:4][CH:5]=[CH:6][CH:7]=1 |f:2.3|. Reported procedure: To a solution of 0.64 g (2.75 mmol) 4-(3-chloropyridin-2-yl)benzoic acid in 25 mL 4N HCl was added 0.44 g (2.5 mmol) 4-trifluoromethylbenzene-1,2-diamine, followed by stirring at 180° C. for 6 hours. The solution was cooled to room temperature before the addition of 10% NaHCO3 (10 mL) and then extraction with ethyl acetate. The organic layer was dried over magnesium sulfate and vacuum concentrated. The residue thus obtained was separated using column chromatography (developing solvent: chlorofor... Reactants: FC(Cl)(Cl)SCl, CC(Nc1c(-c2c(F)cc(F)cc2F)c(Cl)nc2ncnn12)C(F)(F)F, [H-], [Na+], C1CCOC1. The product is CC(N(SC(F)(Cl)Cl)c1c(-c2c(F)cc(F)cc2F)c(Cl)nc2ncnn12)C(F)(F)F. As a reaction SMILES: [Cl:29][C:30]([S:31][Cl:32])([F:33])[Cl:34].[Cl:3][c:4]1[n:5][c:6]2[n:7]([c:8]([NH:19][CH:20]([C:21]([F:22])([F:23])[F:24])[CH3:25])[c:9]1-[c:10]1[c:11]([F:18])[cH:12][c:13]([F:17])[cH:14][c:15]1[F:16])[n:26][cH:27][n:28]2.[H-:1].[Na+:2].[O:35]1[CH2:36][CH2:37][CH2:38][CH2:39]1>>[Cl:3][c:4]1[n:5][c:6]2[n:7]([c:8]([N:19]([CH:20]([C:21]([F:22])([F:23])[F:24])[CH3:25])[S:31][C:30]([Cl:29])([F:33])[Cl:34])[c:9]1-[c:10]1[c:11]([F:18])[cH:12][c:13]([F:17])[cH:14][c:15]1[F:16])[n:26][cH:27][n:28]2. Reported procedure: A mixture of 6.25 g. of 3-chloro-6-(p-fluorophenyl)pyridazine (prepared as in Example 8), 4.65 g. of acetylhydrazine and 50 ml. of butyl alcohol is refluxed until a clear solution results. The reaction mixture is cooled, filtered, and the solid precipitate washed with hexane and with water. The solid is recrystallized from 50 ml. of ethyl alcohol to give the product of the example as crystals, m.p. 227°-229° C. Reactants: ClC=1N=NC(=CC1)C1=CC=C(C=C1)F (3-chloro-6-(p-fluorophenyl)pyridazine), C(C)(=O)NN (acetylhydrazine). Solvent: C(CCC)O (butyl alcohol). The product is FC1=CC=C(C=C1)C=1C=CC=2N(N1)C(=NN2)C (6-(p-fluorophenyl)-3-methyl-1,2,4-triazolo[4,3-b]pyridazine). RXN SMILES: Cl[C:2]1[N:3]=[N:4][C:5]([C:8]2[CH:13]=[CH:12][C:11]([F:14])=[CH:10][CH:9]=2)=[CH:6][CH:7]=1.[C:15]([NH:18][NH2:19])(=O)[CH3:16]>C(O)CCC>[F:14][C:11]1[CH:12]=[CH:13][C:8]([C:5]2[CH:6]=[CH:7][C:2]3[N:3]([C:15]([CH3:16])=[N:18][N:19]=3)[N:4]=2)=[CH:9][CH:10]=1.